This data is from the Open Reaction Database (ORD), a public repository of structured organic reaction records. The task is: describe an organic reaction: reactants, conditions, products, and yield Reactants: PdP(Ph3)4, BrC1=CC=C(C=C1)C=1C=C(C2=C(N1)N(N=C2)C(C)C)C(=O)OCC (ethyl 6-(4-bromophenyl)-1-(1-methylethyl)-1H-pyrazolo[3,4-b]pyridine-4-carboxylate), CC1(OB(OC1(C)C)C=1C=NNC1)C (4-(4,4,5,5-tetramethyl-1,3,2-dioxaborolan-2-yl)-1H-pyrazole), C([O-])([O-])=O.[Na+].[Na+] (sodium carbonate). Solvent: O1CCOCC1 (1,4-dioxane). Product: CC(C)N1N=CC2=C1N=C(C=C2C(=O)O)C2=CC=C(C=C2)C=2C=NNC2 (1-(1-Methylethyl)-6-[4-(1H-pyrazol-4-yl)phenyl]-1H-pyrazolo[3,4-b]pyridine-4-carboxylic acid). Yield: 34.9%. As a reaction SMILES: Br[C:2]1[CH:7]=[CH:6][C:5]([C:8]2[CH:9]=[C:10]([C:20]([O:22]CC)=[O:21])[C:11]3[CH:16]=[N:15][N:14]([CH:17]([CH3:19])[CH3:18])[C:12]=3[N:13]=2)=[CH:4][CH:3]=1.CC1(C)C(C)(C)OB([C:33]2[CH:34]=[N:35][NH:36][CH:37]=2)O1.C(=O)([O-])[O-].[Na+].[Na+]>O1CCOCC1>[CH3:19][CH:17]([N:14]1[C:12]2[N:13]=[C:8]([C:5]3[CH:6]=[CH:7][C:2]([C:33]4[CH:34]=[N:35][NH:36][CH:37]=4)=[CH:3][CH:4]=3)[CH:9]=[C:10]([C:20]([OH:22])=[O:21])[C:11]=2[CH:16]=[N:15]1)[CH3:18] |f:2.3.4|. Procedure: To a 5-mL microwave vial were added ethyl 6-(4-bromophenyl)-1-(1-methylethyl)-1H-pyrazolo[3,4-b]pyridine-4-carboxylate (80 mg, 0.206 mmol), 4-(4,4,5,5-tetramethyl-1,3,2-dioxaborolan-2-yl)-1H-pyrazole (56.0 mg, 0.288 mmol), 1,4-dioxane (2 mL) and sodium carbonate (0.206 mL, 0.412 mmol), and the mixture was degassed with nitrogen for 10 min. Next added PdP(Ph3)4 (19.05 mg, 0.016 mmol) and the vial was sealed. The reaction mixture was irradiated (microwave) at 120° C. overnight. The reaction mixtur... Reactants: CCC(Cc1cccc(C(F)(F)F)c1)C(=O)O, O=S(Cl)Cl. The product is [Cl-], CCC(Cc1cccc(C(F)(F)F)c1)C(=O)O. As a reaction SMILES: [F:1][C:2]([c:3]1[cH:4][c:5]([CH2:6][CH:7]([C:8](=[O:9])[OH:10])[CH2:11][CH3:12])[cH:13][cH:14][cH:15]1)([F:16])[F:17].[S:18]([Cl:19])([Cl:20])=[O:21]>>[Cl-:20].[F:1][C:2]([c:3]1[cH:4][c:5]([CH2:6][CH:7]([C:8](=[O:9])[OH:10])[CH2:11][CH3:12])[cH:13][cH:14][cH:15]1)([F:16])[F:17]. Starting materials: C(O)([O-])=O.[Na+] (sodium hydrogen carbonate), COC1=CC(=C(C(=O)OC)C=C1)OS(=O)(=O)C(F)(F)F (methyl 4-methoxy-2-trifluoromethylsulfonyloxybenzoate), FC1=CC=C(C=C1)B(O)O (4-fluorobenzeneboronic acid). Reagents/catalysts: [Pd].C1(=CC=CC=C1)P(C1=CC=CC=C1)C1=CC=CC=C1.C1(=CC=CC=C1)P(C1=CC=CC=C1)C1=CC=CC=C1.C1(=CC=CC=C1)P(C1=CC=CC=C1)C1=CC=CC=C1.C1(=CC=CC=C1)P(C1=CC=CC=C1)C1=CC=CC=C1 (Tetrakis(triphenylphosphine) palladium). The solvent is COCCOC (DME). Product: COC1=CC(=C(C(=O)OC)C=C1)C1=CC=C(C=C1)F (methyl 4-methoxy-2-(4-fluorophenyl)benzoate). Isolated yield 138.3%. RXN SMILES: C(=O)([O-])O.[Na+].[CH3:6][O:7][C:8]1[CH:17]=[CH:16][C:11]([C:12]([O:14][CH3:15])=[O:13])=[C:10](OS(C(F)(F)F)(=O)=O)[CH:9]=1.[F:26][C:27]1[CH:32]=[CH:31][C:30](B(O)O)=[CH:29][CH:28]=1>COCCOC.[Pd].C1(P(C2C=CC=CC=2)C2C=CC=CC=2)C=CC=CC=1.C1(P(C2C=CC=CC=2)C2C=CC=CC=2)C=CC=CC=1.C1(P(C2C=CC=CC=2)C2C=CC=CC=2)C=CC=CC=1.C1(P(C2C=CC=CC=2)C2C=CC=CC=2)C=CC=CC=1>[CH3:6][O:7][C:8]1[CH:17]=[CH:16][C:11]([C:12]([O:14][CH3:15])=[O:13])=[C:10]([C:30]2[CH:31]=[CH:32][C:27]([F:26])=[CH:28][CH:29]=2)[CH:9]=1 |f:0.1,5.6.7.8.9|. Procedure details: Saturated aqueous sodium hydrogen carbonate solution (50 ml) was added to a solution of methyl 4-methoxy-2-trifluoromethylsulfonyloxybenzoate (6.3 g; 0.02 mol) and 4-fluorobenzeneboronic acid (3.36 g; 0.024 mol) in DME (150 ml) at ambient temperature under an argon atmosphere. Tetrakis(triphenylphosphine) palladium (928 mg; 0.8 mmol) was then added and the reaction heated at reflux for 3.5 hours to give a homogeneous solution. After cooling to ambient temperature, the reaction was partitioned be... The yield is 71.5%. Reported procedure: A solution of γ-phenyl-γ-butyrolactone (5.17 g, 31.8 mmol) and benzylamine (3.48 ml, 31.8 mmol) in 200 ml of benzene was refluxed under a nitrogen atmosphere for 20 hours. An additional 1.75 ml (16.0 mmol) of benzylamine was added and the solution refluxed for 24 hours. When the reaction was partitioned with 1 N HCl a white solid precipitated. The solid was collected by filtration and dried to give N-benzyl-4-hydroxy-4-phenyl-butyramide (6.12 g, 72%) as a white solid, mp 92-94° C. Solvent: C1=CC=CC=C1 (benzene). The reactants are C1(=CC=CC=C1)C1CCC(=O)O1 (γ-phenyl-γ-butyrolactone), C(C1=CC=CC=C1)N (benzylamine), C(C1=CC=CC=C1)N (benzylamine). RXN SMILES: [C:1]1([CH:7]2[O:12][C:10](=[O:11])[CH2:9][CH2:8]2)[CH:6]=[CH:5][CH:4]=[CH:3][CH:2]=1.[CH2:13]([NH2:20])[C:14]1[CH:19]=[CH:18][CH:17]=[CH:16][CH:15]=1>C1C=CC=CC=1>[CH2:13]([NH:20][C:10](=[O:11])[CH2:9][CH2:8][CH:7]([OH:12])[C:1]1[CH:6]=[CH:5][CH:4]=[CH:3][CH:2]=1)[C:14]1[CH:19]=[CH:18][CH:17]=[CH:16][CH:15]=1. The product is C(C1=CC=CC=C1)NC(CCC(C1=CC=CC=C1)O)=O (N-benzyl-4-hydroxy-4-phenyl-butyramide). The reactants are [Al+3], O=C1CCCC(=O)O1, [Cl-], [Cl-], [Cl-], Cl, O, CCCCCCCc1ccccc1. The product is CCCCCCCc1ccc(C(=O)CCCC(=O)O)cc1. As a reaction SMILES: [Al+3:23].[C:1]1(=[O:8])[CH2:2][CH2:3][CH2:4][C:5](=[O:6])[O:7]1.[Cl-:22].[Cl-:24].[Cl-:25].[ClH:26].[OH2:27].[c:9]1([CH2:15][CH2:16][CH2:17][CH2:18][CH2:19][CH2:20][CH3:21])[cH:10][cH:11][cH:12][cH:13][cH:14]1>>[C:1]([CH2:2][CH2:3][CH2:4][C:5](=[O:6])[c:12]1[cH:11][cH:10][c:9]([CH2:15][CH2:16][CH2:17][CH2:18][CH2:19][CH2:20][CH3:21])[cH:14][cH:13]1)([OH:7])=[O:8].